This data is from the Open Reaction Database (ORD), a public repository of structured organic reaction records. The task is: describe an organic reaction: reactants, conditions, products, and yield Starting materials: C(=O)(Cl)Cl (phosgene), C(=O)(Cl)Cl (phosgene), C1=CC=C(C=C1)C(C#N)O (benzaldehyde cyanohydrin), C(=O)(Cl)Cl (phosgene), N#N (N2). Run in C1(=CC=CC=C1)C (toluene). Yields the product ClC(C#N)C1=CC=CC=C1 (α-chlorophenylacetonitrile). Isolated yield 967.2%. Reaction SMILES: C(Cl)([Cl:3])=O.[CH:5]1[CH:10]=[CH:9][C:8]([CH:11](O)[C:12]#[N:13])=[CH:7][CH:6]=1.N#N>C1(C)C=CC=CC=1>[Cl:3][CH:11]([C:8]1[CH:9]=[CH:10][CH:5]=[CH:6][CH:7]=1)[C:12]#[N:13]. Procedure details: 150 g of toluene and 7 g (0.02 mol) of Cyanex® 923 are initially introduced into a phosgenation apparatus with attached carbonic acid condenser and heated. At 99° C., 13 g of phosgene are gassed in over the course of 10 minutes. Thereafter, over the course of 2 hours, 192 g (1.44 mol) of benzaldehyde cyanohydrin and a further 149 g (total=172 g or 1.74 mol) of phosgene are added in parallel. The internal temperature is maintained between 99 and 102° C. throughout. After a post-reaction of 60 min... RXN SMILES: [Cl:1][C:2]1[C:7]([O:8][C:9]([CH3:18])([CH3:17])[C:10]([O:12]C(C)(C)C)=[O:11])=[CH:6][C:5]([Cl:19])=[CH:4][N:3]=1.FC(F)(F)C(O)=O>ClCCl>[Cl:1][C:2]1[C:7]([O:8][C:9]([CH3:17])([CH3:18])[C:10]([OH:12])=[O:11])=[CH:6][C:5]([Cl:19])=[CH:4][N:3]=1. The yield is 125.5%. The reactants are ClC1=NC=C(C=C1OC(C(=O)OC(C)(C)C)(C)C)Cl (tert-butyl 2-[(2,5-dichloropyridin-3-yl)oxy]-2-methylpropionate), FC(C(=O)O)(F)F (trifluoroacetic acid). Reported procedure: To a dichloromethane solution (157 ml) of tert-butyl 2-[(2,5-dichloropyridin-3-yl)oxy]-2-methylpropionate (79.1 g) was added at 0° C. trifluoroacetic acid (157 ml). The reaction solution was brought back to room temperature, stirred overnight, and then concentrated under reduced pressure. The residue was dissolved in ethyl acetate, washed sequentially with water and saturated sodium chloride solution, dried over anhydrous sodium sulfate, and concentrated under reduced pressure. The residue was a... Reaction conditions: time 8 hour. Yields the product ClC1=NC=C(C=C1OC(C(=O)O)(C)C)Cl (2-[(2,5-dichloropyridin-3-yl)oxy]-2-methylpropionic acid). Solvent: ClCCl (dichloromethane).